From a dataset of the Open Reaction Database (ORD), a public repository of structured organic reaction records. describe an organic reaction: reactants, conditions, products, and yield Reactants: [OH-].[Na+] (sodium hydroxide), Cl (HCl), ClC=1C(=C2C(=NC1)N(C(=C2)I)S(=O)(=O)C2=CC=C(C)C=C2)C2=CN=C(S2)C2(CCC2)O (1-(5-(5-chloro-2-iodo-1-tosyl-1H-pyrrolo[2,3-b]pyridin-4-yl)thiazol-2-yl)cyclobutanol), C1(=CC=CC=C1)B(O)O (phenylboronic acid), C([O-])(O)=O (bicarbonate). Reagents/catalysts: Cl[Pd]([P](C1=CC=CC=C1)(C2=CC=CC=C2)C3=CC=CC=C3)([P](C4=CC=CC=C4)(C5=CC=CC=C5)C6=CC=CC=C6)Cl (bis(triphenylphosphine)palladium dichloride). Run in CO (methanol), CS(=O)C (DMSO), CN(C=O)C (N,N-dimethylformamide). Conditions: temperature 70 celsius. Product: ClC=1C(=C2C(=NC1)NC(=C2)C2=CC=CC=C2)C2=CN=C(S2)C2(CCC2)O (1-[5-(5-chloro-2-phenyl-1H-pyrrolo[2,3-b]pyridin-4-yl)-1,3-thiazol-2-yl]cyclobutanol). RXN SMILES: [Cl:1][C:2]1[C:3]([C:22]2[S:26][C:25]([C:27]3([OH:31])[CH2:30][CH2:29][CH2:28]3)=[N:24][CH:23]=2)=[C:4]2[CH:10]=[C:9](I)[N:8](S(C3C=CC(C)=CC=3)(=O)=O)[C:5]2=[N:6][CH:7]=1.[C:32]1(B(O)O)[CH:37]=[CH:36][CH:35]=[CH:34][CH:33]=1.C(=O)(O)[O-].[OH-].[Na+].Cl>CN(C)C=O.CO.CS(C)=O.Cl[Pd](Cl)([P](C1C=CC=CC=1)(C1C=CC=CC=1)C1C=CC=CC=1)[P](C1C=CC=CC=1)(C1C=CC=CC=1)C1C=CC=CC=1>[Cl:1][C:2]1[C:3]([C:22]2[S:26][C:25]([C:27]3([OH:31])[CH2:30][CH2:29][CH2:28]3)=[N:24][CH:23]=2)=[C:4]2[CH:10]=[C:9]([C:32]3[CH:37]=[CH:36][CH:35]=[CH:34][CH:33]=3)[NH:8][C:5]2=[N:6][CH:7]=1 |f:3.4,^1:61,80|. Procedure details: To a stirred ambient solution of 1-(5-(5-chloro-2-iodo-1-tosyl-1H-pyrrolo[2,3-b]pyridin-4-yl)thiazol-2-yl)cyclobutanol (Example 8A) (80 mg, 0.137 mmol) and phenylboronic acid (24.97 mg, 0.205 mmol) in N,N-dimethylformamide (2.0 mL) was added saturated aqueous bicarbonate solution (683 μl) followed by bis(triphenylphosphine)palladium dichloride (6.71 mg, 9.56 μmol). The mixture was heated to 70° C. for 4 hours and was then quenched by the addition of water and ethyl acetate. The layers were separ... The reactants are CC(=O)O, CC(=O)O, NC(=O)CC(NC(=O)OCc1ccccc1)C(=O)O, CC#N, CCOC(C)=O, Ic1ccccc1, O. The product is NCC(NC(=O)OCc1ccccc1)C(=O)O. RXN SMILES: [C:1]([OH:2])(=[O:3])[CH3:4].[C:5]([OH:6])(=[O:7])[CH3:8].[CH2:20]([c:21]1[cH:22][cH:23][cH:24][cH:25][cH:26]1)[O:27][C:28](=[O:29])[NH:30][CH:31]([C:32](=[O:33])[OH:34])[CH2:35][C:36]([NH2:37])=[O:38].[CH3:16][C:17]#[N:18].[CH3:39][CH2:40][O:41][C:42](=[O:43])[CH3:44].[I:9][c:10]1[cH:11][cH:12][cH:13][cH:14][cH:15]1.[OH2:19]>>[NH2:18][CH2:35][CH:31]([NH:30][C:28]([O:27][CH2:20][c:21]1[cH:22][cH:23][cH:24][cH:25][cH:26]1)=[O:29])[C:32](=[O:33])[OH:34]. Starting materials: C(=O)(C(F)(F)F)O (TFA), C(=O)(C(F)(F)F)O (TFA), BrC=1C(=C(C(=O)OC)C=CC1)F (methyl 3-bromo-2-fluorobenzoate), C(CCC)[Sn](C1=NC=CC=C1)(CCCC)CCCC (2-(tributylstannyl)pyridine), ester. The reagents and catalysts are [Ag]=O (silver oxide), Cl[Pd]([P](C1=CC=CC=C1)(C2=CC=CC=C2)C3=CC=CC=C3)([P](C4=CC=CC=C4)(C5=CC=CC=C5)C6=CC=CC=C6)Cl (dichlorobis(triphenylphosphine)-palladium (II)). Run in CN(C)C=O (DMF). Yields the product FC1=C(C(=O)O)C=CC=C1C1=NC=CC=C1 (2-fluoro-3-(pyridine-2-yl)benzoic acid), FC1=C(C(=O)OC)C=CC=C1C1=NC=CC=C1 (methyl 2-fluoro-3-(pyridine-2-yl)benzoate). Yield: 17.0%. As a reaction SMILES: Br[C:2]1[C:3]([F:12])=[C:4]([CH:9]=[CH:10][CH:11]=1)[C:5]([O:7][CH3:8])=[O:6].C([Sn](CCCC)(CCCC)[C:18]1[CH:23]=[CH:22][CH:21]=[CH:20][N:19]=1)CCC.C(O)(C(F)(F)F)=O>[Ag]=O.Cl[Pd](Cl)([P](C1C=CC=CC=1)(C1C=CC=CC=1)C1C=CC=CC=1)[P](C1C=CC=CC=1)(C1C=CC=CC=1)C1C=CC=CC=1.CN(C=O)C>[F:12][C:3]1[C:2]([C:18]2[CH:23]=[CH:22][CH:21]=[CH:20][N:19]=2)=[CH:11][CH:10]=[CH:9][C:4]=1[C:5]([OH:7])=[O:6].[F:12][C:3]1[C:2]([C:18]2[CH:23]=[CH:22][CH:21]=[CH:20][N:19]=2)=[CH:11][CH:10]=[CH:9][C:4]=1[C:5]([O:7][CH3:8])=[O:6] |^1:43,62|. Procedure details: In a 150 mL round bottom flask was combined methyl 3-bromo-2-fluorobenzoate (1.47 g, 6.3 mmol), DMF (10 mL), silver oxide (0.79 g, 6.4 mmol), 2-(tributylstannyl)pyridine (2.40 ml, 7.2 mmol), and dichlorobis(triphenylphosphine)-palladium (II) (0.23 g, 0.33 mmol) and the mixture was stirred at 100° C. to about 72 h. Monitoring the reaction by LC-MS revealed two products, the ester and the hydrolyzed product. The reaction was cooled, filtered through a pad of celite and the celite was washed with E... The reactants are ClC1=NC(=NC(=C1)Cl)NC ((4,6-dichloro-pyrimidin-2-yl)-methylamine), [K+].FC(C=1C=C(C=CC1)S(=O)(=O)[NH-])(F)F (3-trifluoromethyl-benzenesulfonamide potassium salt). Solvent: CN1C(CCC1)=O (1-methyl-2-pyrrolidone). Yields the product ClC1=CC(=NC(=N1)NC)NS(=O)(=O)C1=CC(=CC=C1)C(F)(F)F (N-(6-chloro-2-methylamino-pyrimidin-4-yl)-3-trifluoromethyl-benzenesulfonamide). The yield is 45.7%. RXN SMILES: [Cl:1][C:2]1[CH:7]=[C:6](Cl)[N:5]=[C:4]([NH:9][CH3:10])[N:3]=1.[K+].[F:12][C:13]([F:25])([F:24])[C:14]1[CH:15]=[C:16]([S:20]([NH-:23])(=[O:22])=[O:21])[CH:17]=[CH:18][CH:19]=1>CN1CCCC1=O>[Cl:1][C:2]1[N:3]=[C:4]([NH:9][CH3:10])[N:5]=[C:6]([NH:23][S:20]([C:16]2[CH:17]=[CH:18][CH:19]=[C:14]([C:13]([F:12])([F:25])[F:24])[CH:15]=2)(=[O:21])=[O:22])[CH:7]=1 |f:1.2|. Procedure details: 0.27 g (0.00155 mol) of (4,6-dichloro-pyrimidin-2-yl)-methylamine and 0.82 g (0.0031 mol) of 3-trifluoromethyl-benzenesulfonamide potassium salt were stirred in 10 ml of 1-methyl-2-pyrrolidone at 150° C. for 8 hours. Then, the solvent was distilled off in a high vacuum, the residue was partitioned in ethyl acetate/water and extracted. The aqueous phase was made acid with 4N HCl and extracted with dichloromethane. The residue was chromatographed over silica gel with cyclohexane/ethyl acetate 2:1 ...